This data is from the Open Reaction Database (ORD), a public repository of structured organic reaction records. The task is: describe an organic reaction: reactants, conditions, products, and yield Starting materials: O1C(=CC=C1)C(=O)C1C(NC2=CC(=CC=C12)F)=O (3-(2-furoyl)-6-fluoro-2-oxindole), ClS(=O)(=O)N=C=O (chlorosulfonyl isocyanate), C(C)#N (acetonitrile). Solvent: O (water). The product is O1C(=CC=C1)C(=O)C1C(N(C2=CC(=CC=C12)F)C(=O)N)=O (3-(2-Furoyl)-6-fluoro-2-oxindole-1-carboxamide). Isolated yield 17.0%. Reaction SMILES: [O:1]1[CH:5]=[CH:4][CH:3]=[C:2]1[C:6]([CH:8]1[C:16]2[C:11](=[CH:12][C:13]([F:17])=[CH:14][CH:15]=2)[NH:10][C:9]1=[O:18])=[O:7].ClS([N:23]=[C:24]=[O:25])(=O)=O.C(#N)C>O>[O:1]1[CH:5]=[CH:4][CH:3]=[C:2]1[C:6]([CH:8]1[C:16]2[C:11](=[CH:12][C:13]([F:17])=[CH:14][CH:15]=2)[N:10]([C:24]([NH2:23])=[O:25])[C:9]1=[O:18])=[O:7]. Procedure: Following substantially the procedure of Example 24, the title compound was prepared in 17% yield from 3-(2-furoyl)-6-fluoro-2-oxindole (0.30 g, 1.2 mmole), chlorosulfonyl isocyanate (0.20 g, 1.4 mmole), acetonitrile (15 ml) and water (10 ml). Yield=60 mg, m.p. 231°-235° C. Reactants: COC(=O)C(CO)NC(=O)OC(C)(C)C, ClCCl, Cl[Cu]. Product: C=C(NC(=O)OC(C)(C)C)C(=O)OC. RXN SMILES: [CH3:1][O:2][C:3]([CH:4]([NH:5][C:6](=[O:7])[O:8][C:9]([CH3:10])([CH3:11])[CH3:12])[CH2:13][OH:14])=[O:15].[Cl:16][CH2:17][Cl:18].[Cu:19][Cl:20]>>[CH3:1][O:2][C:3]([C:4]([NH:5][C:6](=[O:7])[O:8][C:9]([CH3:10])([CH3:11])[CH3:12])=[CH2:13])=[O:15]. Starting materials: ClC=1C=CC(=C(C1Cl)N)N (5,6-Dichloro-1,2-phenylenediamine), C1(=CC=CC=C1)C (Toluene), C(C)(C)N=C=S (isopropyl isothiocyanate), C1(CCCCC1)N=C=NC1CCCCC1 (Dicyclohexylcarbodiimide). Run in N1=CC=CC=C1 (pyridine). Conditions: temperature 80 celsius, time 5 hour. The product is ClC1=CC2=C(NC(=N2)NC(C)C)C=C1Cl (5,6-Dichloro-2-(isopropylamino)-1H-benzimidazole). Isolated yield 55.4%. As a reaction SMILES: [Cl:1][C:2]1[CH:3]=[CH:4][C:5]([NH2:10])=[C:6](N)[C:7]=1[Cl:8].C(N=C=S)(C)C.[CH:17]1([N:23]=[C:24]=[N:25]C2CCCCC2)[CH2:22]CCC[CH2:18]1.C1(C)C=CC=CC=1>N1C=CC=CC=1>[Cl:1][C:2]1[C:7]([Cl:8])=[CH:6][C:5]2[NH:10][C:24]([NH:23][CH:17]([CH3:22])[CH3:18])=[N:25][C:4]=2[CH:3]=1. Reported procedure: 5,6-Dichloro-1,2-phenylenediamine (0.61 g, 3.4 mmol), and isopropyl isothiocyanate (0.39 g, 3.8 mmol) were combined in anhydrous pyridine (10 mL) and were heated to 80° C. for 15 min. Dicyclohexylcarbodiimide (1.06 g, 5.14 mmol) was then added and the resulting mixture was allowed to stir at 100° C. for 5 h. Toluene (30 mL) was added and the mixture was concentrated by rotary evaporation leaving a brown residue. The product was further purified by silica gel chromatography using 6.5:3:0.5 ethyl ... Reactants: CC(O)(c1ccc(Br)cc1)C(F)(F)F, Cc1ccccc1, CC1COCCN1CC1CN(S(=O)(=O)c2nccs2)CCN1, CC(C)(C)[O-], CC(C)Oc1cccc(OC(C)C)c1-c1ccccc1P(C1CCCCC1)C1CCCCC1, [Na+], O=C(C=Cc1ccccc1)C=Cc1ccccc1, O=C(C=Cc1ccccc1)C=Cc1ccccc1, O=C(C=Cc1ccccc1)C=Cc1ccccc1, [Pd], [Pd]. Product: CC1COCCN1CC1CN(S(=O)(=O)c2nccs2)CCN1c1ccc(C(C)(O)C(F)(F)F)cc1. Reaction SMILES: [Br:23][c:24]1[cH:25][cH:26][c:27]([C:30]([C:31]([F:32])([F:33])[F:34])([CH3:35])[OH:36])[cH:28][cH:29]1.[CH3:132][c:133]1[cH:134][cH:135][cH:136][cH:137][cH:138]1.[CH3:1][CH:2]1[CH2:3][O:4][CH2:5][CH2:6][N:7]1[CH2:8][CH:9]1[NH:10][CH2:11][CH2:12][N:13]([S:15](=[O:16])(=[O:17])[c:18]2[s:19][cH:20][cH:21][n:22]2)[CH2:14]1.[CH3:37][C:38]([CH3:39])([O-:40])[CH3:41].[CH:43]1([P:44]([CH:45]2[CH2:46][CH2:47][CH2:48][CH2:49][CH2:50]2)[c:51]2[cH:52][cH:53][cH:54][cH:55][c:56]2-[c:57]2[c:58]([O:59][CH:60]([CH3:61])[CH3:62])[cH:63][cH:64][cH:65][c:66]2[O:67][CH:68]([CH3:69])[CH3:70])[CH2:71][CH2:72][CH2:73][CH2:74][CH2:75]1.[Na+:42].[O:114]=[C:115]([CH:116]=[CH:117][c:118]1[cH:119][cH:120][cH:121][cH:122][cH:123]1)[CH:124]=[CH:125][c:126]1[cH:127][cH:128][cH:129][cH:130][cH:131]1.[O:78]=[C:79]([CH:80]=[CH:81][c:82]1[cH:83][cH:84][cH:85][cH:86][cH:87]1)[CH:88]=[CH:89][c:90]1[cH:91][cH:92][cH:93][cH:94][cH:95]1.[O:96]=[C:97]([CH:98]=[CH:99][c:100]1[cH:101][cH:102][cH:103][cH:104][cH:105]1)[CH:106]=[CH:107][c:108]1[cH:109][cH:110][cH:111][cH:112][cH:113]1.[Pd:76].[Pd:77]>>[CH3:1][CH:2]1[CH2:3][O:4][CH2:5][CH2:6][N:7]1[CH2:8][CH:9]1[N:10]([c:24]2[cH:25][cH:26][c:27]([C:30]([C:31]([F:32])([F:33])[F:34])([CH3:35])[OH:36])[cH:28][cH:29]2)[CH2:11][CH2:12][N:13]([S:15](=[O:16])(=[O:17])[c:18]2[s:19][cH:20][cH:21][n:22]2)[CH2:14]1. Starting materials: C(=O)(O)[O-].[Na+] (NaHCO3), CI (MeI), C(C1=CC=CC=C1)OCC[C@@H](C(=O)O)CC(=O)OC(C)(C)C ((R)-2-(2-(benzyloxy)ethyl)-4-tert-butoxy-4-oxobutanoic acid), C(=O)(O)[O-].[Na+] (NaHCO3), CI (MeI). Run in CC(=O)N(C)C (DMA). Conditions: time 8 hour. The product is C(C1=CC=CC=C1)OCC[C@@H](C(=O)OC)CC(=O)OC(C)(C)C ((R)-4-tert-butyl 1-methyl 2-(2-(benzyloxy)ethyl)succinate). Yield: 97.7%. RXN SMILES: [CH2:1]([O:8][CH2:9][CH2:10][C@H:11]([CH2:15][C:16]([O:18][C:19]([CH3:22])([CH3:21])[CH3:20])=[O:17])[C:12]([OH:14])=[O:13])[C:2]1[CH:7]=[CH:6][CH:5]=[CH:4][CH:3]=1.[C:23]([O-])(O)=O.[Na+].CI>CC(N(C)C)=O>[CH2:1]([O:8][CH2:9][CH2:10][C@H:11]([CH2:15][C:16]([O:18][C:19]([CH3:22])([CH3:21])[CH3:20])=[O:17])[C:12]([O:14][CH3:23])=[O:13])[C:2]1[CH:3]=[CH:4][CH:5]=[CH:6][CH:7]=1 |f:1.2|. Procedure: To a solution of (R)-2-(2-(benzyloxy)ethyl)-4-tert-butoxy-4-oxobutanoic acid (120 g, 388 mmol) in DMA (750 mL) was added NaHCO3 (65.2 g, 776 mmol) followed by MeI (36.4 mL, 582 mmol) and stirred overnight at room temperature. Additional NaHCO3 (130 g, 1.55 mol), and MeI (72.8 mL, 1.16 mol) were added and stirring was continuted for an additional 20 h. The mixture was filtered and the filtrate partitioned between MTBE (1.5 L) and H2O (1.5 L). The aqueous phase was separated and back-extracted wit... Reactants: C(C)(=O)OCC (ethyl acetate), NC=1C=C(C(=O)C=2C=C(N3C=CC=CC23)CCCC(=O)OCC)C=CC1 (ethyl 4-[1-(3-aminobenzoyl)indolizin-3-yl]butyrate), BrC(CCCCC)C1=CC=C(C=C1)CC(C)C (1-bromohexyl-4-isobutylbenzene), C(C)(C)N(CC)C(C)C (diisopropylethylamine). Run in O (water), ClCCl (dichloromethane). Product: C(C(C)C)C1=CC=C(C=C1)C(CCCCC)NC=1C=C(C(=O)C=2C=C(N3C=CC=CC23)CCCC(=O)OCC)C=CC1 (ethyl 4-[1-[3-[1-(4-isobutylphenyl)hexylamino]benzoyl]indolizin-3-yl]butyrate). Yield: 60.1%. As a reaction SMILES: [NH2:1][C:2]1[CH:3]=[C:4]([CH:24]=[CH:25][CH:26]=1)[C:5]([C:7]1[CH:8]=[C:9]([CH2:16][CH2:17][CH2:18][C:19]([O:21][CH2:22][CH3:23])=[O:20])[N:10]2[C:15]=1[CH:14]=[CH:13][CH:12]=[CH:11]2)=[O:6].Br[CH:28]([C:34]1[CH:39]=[CH:38][C:37]([CH2:40][CH:41]([CH3:43])[CH3:42])=[CH:36][CH:35]=1)[CH2:29][CH2:30][CH2:31][CH2:32][CH3:33].C(N(C(C)C)CC)(C)C.C(OCC)(=O)C>ClCCl.O>[CH2:40]([C:37]1[CH:36]=[CH:35][C:34]([CH:28]([NH:1][C:2]2[CH:3]=[C:4]([CH:24]=[CH:25][CH:26]=2)[C:5]([C:7]2[CH:8]=[C:9]([CH2:16][CH2:17][CH2:18][C:19]([O:21][CH2:22][CH3:23])=[O:20])[N:10]3[C:15]=2[CH:14]=[CH:13][CH:12]=[CH:11]3)=[O:6])[CH2:29][CH2:30][CH2:31][CH2:32][CH3:33])=[CH:39][CH:38]=1)[CH:41]([CH3:43])[CH3:42]. Procedure details: A mixture of ethyl 4-[1-(3-aminobenzoyl)indolizin-3-yl]butyrate (175 mg), 1-bromohexyl-4-isobutylbenzene (177 mg) and diisopropylethylamine (194 mg) in dichloromethane (3 ml) was refluxed for 20 hours. The reaction mixture was poured into a mixture of ethyl acetate and water. The organic layer was separated and washed with water and brine, dried over magnesium sulfate and evaporated. The residue was chromatographed on silica gel column eluting with n-hexane and ethyl acetate (3:1) to give ethyl ... Reactants: NC=1C=C(C=CC1Cl)B(O)O ((3-amino-4-chlorophenyl)boronic acid), BrC1=C(C=C(C(=O)OC)C=C1)C (methyl 4-bromo-3-methylbenzoate), C([O-])([O-])=O.[K+].[K+] (potassium carbonate). Reagents/catalysts: ClCCl.[Pd](Cl)Cl.C1(=CC=CC=C1)P([C-]1C=CC=C1)C1=CC=CC=C1.[C-]1(C=CC=C1)P(C1=CC=CC=C1)C1=CC=CC=C1.[Fe+2] (1,1′-bis(diphenylphosphino)ferrocene-palladium dichloride dichloromethane). Solvent: CC(=O)C (acetone). Reaction conditions: temperature 70 celsius. Yields the product NC=1C=C(C=CC1Cl)C1=C(C=C(C=C1)C(=O)OC)C (methyl 3′-amino-4′-chloro-2-methylbiphenyl-4-carboxylate). Reaction SMILES: [NH2:1][C:2]1[CH:3]=[C:4](B(O)O)[CH:5]=[CH:6][C:7]=1[Cl:8].Br[C:13]1[CH:22]=[CH:21][C:16]([C:17]([O:19][CH3:20])=[O:18])=[CH:15][C:14]=1[CH3:23].C(=O)([O-])[O-].[K+].[K+]>ClCCl.[Pd](Cl)Cl.C1(P(C2C=CC=CC=2)[C-]2C=CC=C2)C=CC=CC=1.[C-]1(P(C2C=CC=CC=2)C2C=CC=CC=2)C=CC=C1.[Fe+2].CC(C)=O>[NH2:1][C:2]1[CH:3]=[C:4]([C:13]2[CH:22]=[CH:21][C:16]([C:17]([O:19][CH3:20])=[O:18])=[CH:15][C:14]=2[CH3:23])[CH:5]=[CH:6][C:7]=1[Cl:8] |f:2.3.4,5.6.7.8.9|. Procedure details: (3-amino-4-chlorophenyl)boronic acid (1.0 g, 5.834 mmol), methyl 4-bromo-3-methylbenzoate (1.337 g, 5.834 mmol), 1,1′-bis(diphenylphosphino)ferrocene-palladium dichloride dichloromethane adduct (476 mg, 0.583 mmol), aqueous potassium carbonate (11.57 mL, 1M, 11.57 mmol) and acetone (53 mL) were mixed and heated in a 70° C. oil bath for 1.5 hours to complete the coupling. Volatiles were removed from the crude mixture under reduced pressure. The resulting mixture was treated with water followed by...